This data is from the Open Reaction Database (ORD), a public repository of structured organic reaction records. The task is: describe an organic reaction: reactants, conditions, products, and yield The reactants are C(C)(C)N(C(C)C)CC (N,N-diisopropylethylamine), Cl.NC1=C(C(=NC=N1)NC1=CC(=C2N(C1=O)C1(CCNCC1)NC2=O)C)OC (6-((6-amino-5-methoxypyrimidin-4-yl)amino)-8-methyl-2H-spiro[imidazo[1,5-a]pyridine-3,4′-piperidine]-1,5-dione hydrochloride), BrCC#N (bromoacetonitrile). The solvent is [Cl-].[NH4+] (ammonium chloride), CN(C=O)C (dimethylformamide). Conditions: time 2 hour. Yields the product NC1=C(C(=NC=N1)NC1=CC(=C2N(C1=O)C1(CCN(CC1)CC#N)NC2=O)C)OC (2-(6-((6-amino-5-methoxypyrimidin-4-yl)amino)-8-methyl-1,5-dioxo-1,5-dihydro-2H-spiro[imidazo[1,5-a]pyridine-3,4′-piperidin]-1′-yl)acetonitrile). As a reaction SMILES: Cl.[NH2:2][C:3]1[N:8]=[CH:7][N:6]=[C:5]([NH:9][C:10]2[C:15](=[O:16])[N:14]3[C:17]4([NH:23][C:24](=[O:25])[C:13]3=[C:12]([CH3:26])[CH:11]=2)[CH2:22][CH2:21][NH:20][CH2:19][CH2:18]4)[C:4]=1[O:27][CH3:28].[CH:29]([N:32](CC)C(C)C)(C)[CH3:30].BrCC#N>CN(C)C=O.[Cl-].[NH4+]>[NH2:2][C:3]1[N:8]=[CH:7][N:6]=[C:5]([NH:9][C:10]2[C:15](=[O:16])[N:14]3[C:17]4([NH:23][C:24](=[O:25])[C:13]3=[C:12]([CH3:26])[CH:11]=2)[CH2:22][CH2:21][N:20]([CH2:30][C:29]#[N:32])[CH2:19][CH2:18]4)[C:4]=1[O:27][CH3:28] |f:0.1,5.6|. Procedure: 6-((6-Amino-5-methoxypyrimidin-4-yl)amino)-8-methyl-2H-spiro[imidazo[1,5-a]pyridine-3,4′-piperidine]-1,5-dione hydrochloride (5, 0.18 g, 0.44 mmol) was dissolved in dimethylformamide (5 mL). To this mixture N,N-diisopropylethylamine (0.23 g, 1.76 mmol) was added followed by bromoacetonitrile (79 mg, 0.66 mmol). The reaction mixture was stirred at room temperature for 2 h. After completion the reaction mixture was diluted with saturated ammonium chloride solution (50 mL). Yellow precipitate was f... The reactants are [Al+3], C1CCOC1, [H-], [H-], [H-], [H-], [Li+], NC(=O)c1ccc(OCCN2CCCC2)cc1. Product: NCc1ccc(OCCN2CCCC2)cc1. RXN SMILES: [Al+3:2].[CH2:24]1[O:25][CH2:26][CH2:27][CH2:28]1.[H-:1].[H-:4].[H-:5].[H-:6].[Li+:3].[N:7]1([CH2:12][CH2:13][O:14][c:15]2[cH:16][cH:17][c:18]([C:19](=[O:20])[NH2:21])[cH:22][cH:23]2)[CH2:8][CH2:9][CH2:10][CH2:11]1>>[N:7]1([CH2:12][CH2:13][O:14][c:15]2[cH:16][cH:17][c:18]([CH2:19][NH2:21])[cH:22][cH:23]2)[CH2:8][CH2:9][CH2:10][CH2:11]1. RXN SMILES: [OH:1][CH:2]([C:5]1[N:6]=[C:7]([CH3:10])[S:8][CH:9]=1)[CH2:3][NH2:4].[C:11]([CH2:15][O:16][C:17]1[CH:22]=[CH:21][C:20]([CH2:23][C:24](=O)[CH3:25])=[CH:19][CH:18]=1)([O:13][CH3:14])=[O:12]>>[C:11]([CH2:15][O:16][C:17]1[CH:18]=[CH:19][C:20]([CH2:23][CH:24]([NH:4][CH2:3][CH:2]([OH:1])[C:5]2[N:6]=[C:7]([CH3:10])[S:8][CH:9]=2)[CH3:25])=[CH:21][CH:22]=1)([O:13][CH3:14])=[O:12]. Product: C(=O)(OC)COC1=CC=C(C=C1)CC(C)NCC(C=1N=C(SC1)C)O (N-[2-(4-Carbomethoxymethoxyphenyl)-1-methylethyl]-2-hydroxy-2-(2-methyl-thiazol-4-yl)ethanamine). Reactants: OC(CN)C=1N=C(SC1)C (2-hydroxy-2-(2-methyl-thiazol-4-yl)ethanamine), C(=O)(OC)COC1=CC=C(C=C1)CC(C)=O (1-(4-carbomethoxymethoxyphenyl)propan-2-one). Procedure details: Prepared analogously to Example 13 by reaction of 2-hydroxy-2-(2-methyl-thiazol-4-yl)ethanamine with 1-(4-carbomethoxymethoxyphenyl)propan-2-one followed by purification of the base on a silica gel column using ethyl acetate/methanol=9:1 as eluant. Yields the product c1ccc(CN2CC3CCC(NC4CC4)C3C2)cc1. The reactants are O=C1CCC2CN(Cc3ccccc3)CC12, CC(=O)O, NC1CC1, ClCCl. Reaction SMILES: [CH2:1]([c:2]1[cH:3][cH:4][cH:5][cH:6][cH:7]1)[N:8]1[CH2:9][CH:10]2[CH:11]([CH2:12]1)[C:13](=[O:16])[CH2:14][CH2:15]2.[CH3:21][C:22](=[O:23])[OH:24].[CH:17]1([NH2:20])[CH2:18][CH2:19]1.[Cl:25][CH2:26][Cl:27]>>[CH2:1]([c:2]1[cH:3][cH:4][cH:5][cH:6][cH:7]1)[N:8]1[CH2:9][CH:10]2[CH:11]([CH2:12]1)[CH:13]([NH:20][CH:17]1[CH2:18][CH2:19]1)[CH2:14][CH2:15]2. Starting materials: ClCCl, CCOP(=O)(OCC)C(O)c1ccc(Cl)cc1, O, O=S(Cl)Cl, c1ccncc1. Product: CCOP(=O)(OCC)C(Cl)c1ccc(Cl)cc1. RXN SMILES: [CH2:22]([Cl:23])[Cl:24].[CH2:5]([CH3:6])[O:7][P:8]([O:9][CH2:10][CH3:11])(=[O:12])[CH:13]([c:14]1[cH:15][cH:16][c:17]([Cl:20])[cH:18][cH:19]1)[OH:21].[OH2:31].[S:1]([Cl:2])([Cl:3])=[O:4].[cH:25]1[cH:26][cH:27][n:28][cH:29][cH:30]1>>[CH2:5]([CH3:6])[O:7][P:8]([O:9][CH2:10][CH3:11])(=[O:12])[CH:13]([c:14]1[cH:15][cH:16][c:17]([Cl:20])[cH:18][cH:19]1)[Cl:23]. Reactants: O.O.O.[Na].CC1(NC2=CC=CC=C2C(=C1)OS(=O)(=O)C)C ((2,2-dimethyl-1,2-dihydroquinoline-4-yl)-methylsulfonic acid sodium salt trihydrate). The solvent is O (water). The product is CC1(NC2=CC=CC=C2C(=C1)OS(=O)(=O)C)C ((2,2-dimethyl-1,2-dihydroquinoline-4-yl)-methylsulfonic acid). Isolated yield 88.0%. Reaction SMILES: O.O.O.[Na].[CH3:5][C:6]1([CH3:21])[CH:15]=[C:14]([O:16][S:17]([CH3:20])(=[O:19])=[O:18])[C:13]2[C:8](=[CH:9][CH:10]=[CH:11][CH:12]=2)[NH:7]1>O>[CH3:5][C:6]1([CH3:21])[CH:15]=[C:14]([O:16][S:17]([CH3:20])(=[O:19])=[O:18])[C:13]2[C:8](=[CH:9][CH:10]=[CH:11][CH:12]=2)[NH:7]1 |f:0.1.2.3.4,^1:3|. Procedure: 6.5 g. of (2,2-dimethyl-1,2-dihydroquinoline-4-yl)-methylsulfonic acid sodium salt trihydrate in 20 ml. of water are passed through a chromatographic column filld with 120 g of DOWEX 50 WX 10 cation exchanging resin. The column is washed with distilled water and the eluted solution is evaporated. The precipitated substance is filtered, washed with ethyl acetate and dried at room temperature, 4.5 g. (88%) of (2,2-dimethyl-1,2-dihydroquinoline-4-yl)-methylsulfonic acid are obtained, melting at 256... The reactants are C(C)OC(C=C(C)C1=CC=C(C=C1)C1=CC=C(C=C1)F)=O (3-(4'-fluoro-4-biphenylyl)-2-butenoic acid ethyl ester), O.NN (hydrazine hydrate). The solvent is C(C)O (ethanol). Product: FC1=CC=C(C=C1)C1=CC=C(C=C1)C1(NNC(C1)=O)C (3-(4'-fluoro-4-biphenylyl)-3-methyl-pyrazolidin-5-one). Reaction SMILES: C([O:3][C:4](=O)[CH:5]=[C:6]([C:8]1[CH:13]=[CH:12][C:11]([C:14]2[CH:19]=[CH:18][C:17]([F:20])=[CH:16][CH:15]=2)=[CH:10][CH:9]=1)[CH3:7])C.O.[NH2:23][NH2:24]>C(O)C>[F:20][C:17]1[CH:18]=[CH:19][C:14]([C:11]2[CH:12]=[CH:13][C:8]([C:6]3([CH3:7])[CH2:5][C:4](=[O:3])[NH:24][NH:23]3)=[CH:9][CH:10]=2)=[CH:15][CH:16]=1 |f:1.2|. Procedure: A solution of 28.4 g of 3-(4'-fluoro-4-biphenylyl)-2-butenoic acid ethyl ester [obtainable by dehydrating 3-(4'-fluoro-4-biphenylyl)-3-hydroxybutyric acid ethyl ester employing p-toluenesulfonic acid] and 25 g of hydrazine hydrate (100% strength) in 400 ml of ethanol is boiled for 18 hours. The mixture is cooled, poured onto ice water and worked up in the usual manner to give 3-(4'-fluoro-4-biphenylyl)-3-methyl-pyrazolidin-5-one, m.p. 194°-196°.